Dataset: the Open Reaction Database (ORD), a public repository of structured organic reaction records. Task: describe an organic reaction: reactants, conditions, products, and yield Starting materials: CCO, O=[Mn]=O, OCCCc1ccc(CO)cc1. Yields the product O=Cc1ccc(CCCO)cc1. Reaction SMILES: [CH3:13][CH2:14][OH:15].[O:16]=[Mn:17]=[O:18].[OH:1][CH2:2][c:3]1[cH:4][cH:5][c:6]([CH2:9][CH2:10][CH2:11][OH:12])[cH:7][cH:8]1>>[O:1]=[CH:2][c:3]1[cH:4][cH:5][c:6]([CH2:9][CH2:10][CH2:11][OH:12])[cH:7][cH:8]1. The reactants are Cl (hydrochloric acid), CC1=C(C(=CC=C1)C)C1=CC(=CC=C1)COC=1C=C2CCCC(C2=CC1)CC(=O)OCC (ethyl (6-[(2′,6′-dimethylbiphenyl-3-yl)methoxy]-1,2,3,4-tetrahydronaphthalen-1-yl)acetate), C(C)O (ethanol), [OH-].[Na+] (sodium hydroxide). The solvent is O (Water), O1CCCC1 (tetrahydrofuran). Conditions: time 18 hour. Product: CC1=C(C(=CC=C1)C)C1=CC(=CC=C1)COC=1C=C2CCCC(C2=CC1)CC(=O)O ({6-[(2′,6′-dimethylbiphenyl-3-yl)methoxy]-1,2,3,4-tetrahydronaphthalen-1-yl}acetic acid). Yield: 57.1%. Reaction SMILES: [CH3:1][C:2]1[CH:7]=[CH:6][CH:5]=[C:4]([CH3:8])[C:3]=1[C:9]1[CH:14]=[CH:13][CH:12]=[C:11]([CH2:15][O:16][C:17]2[CH:18]=[C:19]3[C:24](=[CH:25][CH:26]=2)[CH:23]([CH2:27][C:28]([O:30]CC)=[O:29])[CH2:22][CH2:21][CH2:20]3)[CH:10]=1.C(O)C.[OH-].[Na+].Cl>O.O1CCCC1>[CH3:1][C:2]1[CH:7]=[CH:6][CH:5]=[C:4]([CH3:8])[C:3]=1[C:9]1[CH:14]=[CH:13][CH:12]=[C:11]([CH2:15][O:16][C:17]2[CH:18]=[C:19]3[C:24](=[CH:25][CH:26]=2)[CH:23]([CH2:27][C:28]([OH:30])=[O:29])[CH2:22][CH2:21][CH2:20]3)[CH:10]=1 |f:2.3|. Reported procedure: To a solution of ethyl (6-[(2′,6′-dimethylbiphenyl-3-yl)methoxy]-1,2,3,4-tetrahydronaphthalen-1-yl)acetate (0.15 g, 0.35 mmol) in a mixed solvent of ethanol (1 mL) and tetrahydrofuran (1 mL) was added 2 M aqueous sodium hydroxide solution (0.5 mL), and the mixture was stirred at room temperature for 18 hr. Water was added to the reaction mixture, and the mixture was acidified with 1 M hydrochloric acid and extracted with ethyl acetate. The extract was washed with saturated brine, dried over anhy... Starting materials: BrC=1C=C(C=CC1OC)CCN (2-(3-bromo-4-methoxyphenyl)ethanamine), ClC1=NC=C(C=N1)CC (2-chloro-5-ethyl-pyrimidine), CCN(C(C)C)C(C)C (DIEA). Run in C(CCC)O (n-butanol). The product is BrC=1C=C(C=CC1OC)CCNC1=NC=C(C=N1)CC (N-[2-(3-Bromo-4-methoxyphenyl)ethyl]-5-ethylpyrimidin-2-amine). Isolated yield 67.5%. Reaction SMILES: [Br:1][C:2]1[CH:3]=[C:4]([CH2:10][CH2:11][NH2:12])[CH:5]=[CH:6][C:7]=1[O:8][CH3:9].Cl[C:14]1[N:19]=[CH:18][C:17]([CH2:20][CH3:21])=[CH:16][N:15]=1.CCN(C(C)C)C(C)C>C(O)CCC>[Br:1][C:2]1[CH:3]=[C:4]([CH2:10][CH2:11][NH:12][C:14]2[N:19]=[CH:18][C:17]([CH2:20][CH3:21])=[CH:16][N:15]=2)[CH:5]=[CH:6][C:7]=1[O:8][CH3:9]. Reported procedure: A mixture of 2-(3-bromo-4-methoxyphenyl)ethanamine (1 g; 4.35 mmol), 2-chloro-5-ethyl-pyrimidine (0.56 g; 3.92 mmol) and DIEA (0.84 g; 6.53 mmol) in n-butanol was heated to reflux for 14 hr. Upon cooling, the reaction mixture was concentrated and partitioned between 1N HCl and ether. The aqueous phase was basified with 6N NaOH and extracted with ether. The combined organic phases were washed with a saturated solution of NaHCO3, dried over MgSO4, filtered and concentrated to provide a colorless s... The reactants are BrC1=CC2=C(NC(=N2)C2CCN(CC2)C(=O)OC(C)(C)C)C=C1 (Tert-butyl 4-(5-bromo-1H-benzo[d]imidazol-2-yl)piperidine-1-carboxylate), FC1=C(C=CC(=C1)S(=O)(=O)C)B1OC(C(O1)(C)C)(C)C (2-[2-Fluoro-4-(methylsulfonyl)phenyl]-4,4,5,5-tetramethyl-1,3,2-dioxaborolane). Product: FC1=C(C=CC(=C1)S(=O)(=O)C)C1=CC2=C(NC(=N2)C2CCN(CC2)C(=O)OC(C)(C)C)C=C1 (Tert-butyl 4-{5-[2-fluoro-4-(methylsulfonyl)phenyl]-1H-benzo[d]imidazol-2-yl}piperidine-1-carboxylate). Isolated yield 33.8%. RXN SMILES: Br[C:2]1[CH:23]=[CH:22][C:5]2[NH:6][C:7]([CH:9]3[CH2:14][CH2:13][N:12]([C:15]([O:17][C:18]([CH3:21])([CH3:20])[CH3:19])=[O:16])[CH2:11][CH2:10]3)=[N:8][C:4]=2[CH:3]=1.[F:24][C:25]1[CH:30]=[C:29]([S:31]([CH3:34])(=[O:33])=[O:32])[CH:28]=[CH:27][C:26]=1B1OC(C)(C)C(C)(C)O1>>[F:24][C:25]1[CH:30]=[C:29]([S:31]([CH3:34])(=[O:33])=[O:32])[CH:28]=[CH:27][C:26]=1[C:2]1[CH:23]=[CH:22][C:5]2[NH:6][C:7]([CH:9]3[CH2:10][CH2:11][N:12]([C:15]([O:17][C:18]([CH3:20])([CH3:21])[CH3:19])=[O:16])[CH2:13][CH2:14]3)=[N:8][C:4]=2[CH:3]=1. Procedure details: Following the General Procedure-1, the titled compound (40 mg) was prepared from Intermediate 4 (100 mg, 0.25 mmol) and Intermediate 3 (98 mg, 0.33 mmol) as a yellow solid. M.P.: 88-92° C. 1H-NMR (δ ppm, DMSO-d6, 400 MHz): 12.39 (s, 1H), 7.89-7.81 (m, 3H), 7.69-7.58 (m, 2H), 7.40-7.32 (m, 1H), 4.01 (d, J 12.5, 2H), 3.30 (s, 3H), 3.12-3.05 (m, 1H), 3.00-2.88 (m, 2H), 2.00 (d, J 11.8, 2H), 1.76-1.55 (m, 2H), 1.41 (s, 9H).